This data is from the Open Reaction Database (ORD), a public repository of structured organic reaction records. The task is: describe an organic reaction: reactants, conditions, products, and yield The reactants are C1(=CC=CC=C1)C(CC(=O)OC)N1C=NC2=C1C=CC=C2N2CCC(CC2)C(=O)NC=2NCCCN2 (methyl 3-phenyl-3-(4-{4-[(1,4,5,6-tetrahydro-2-pyrimidinylamino)carbonyl]-1-piperidinyl}-1H-benzimidazol-1-yl)propanoate), solution. Run in Cl (hydrochloric acid). Yields the product C1(=CC=CC=C1)C(CC(=O)O)N1C=NC2=C1C=CC=C2N2CCC(CC2)C(=O)NC=2NCCCN2 (3-Phenyl-3-(4-{4-[(1,4,5,6-tetrahydro-2-pyrimidinylamino)carbonyl]-1-piperidinyl}-1H-benzimidazol-1-yl)propanoic acid), Phase II. Reaction SMILES: [C:1]1([CH:7]([N:13]2[C:17]3[CH:18]=[CH:19][CH:20]=[C:21]([N:22]4[CH2:27][CH2:26][CH:25]([C:28]([NH:30][C:31]5[NH:32][CH2:33][CH2:34][CH2:35][N:36]=5)=[O:29])[CH2:24][CH2:23]4)[C:16]=3[N:15]=[CH:14]2)[CH2:8][C:9]([O:11]C)=[O:10])[CH:6]=[CH:5][CH:4]=[CH:3][CH:2]=1>Cl>[C:1]1([CH:7]([N:13]2[C:17]3[CH:18]=[CH:19][CH:20]=[C:21]([N:22]4[CH2:27][CH2:26][CH:25]([C:28]([NH:30][C:31]5[NH:32][CH2:33][CH2:34][CH2:35][N:36]=5)=[O:29])[CH2:24][CH2:23]4)[C:16]=3[N:15]=[CH:14]2)[CH2:8][C:9]([OH:11])=[O:10])[CH:6]=[CH:5][CH:4]=[CH:3][CH:2]=1. Procedure: A solution of methyl 3-phenyl-3-(4-{4-[(1,4,5,6-tetrahydro-2-pyrimidinylamino)carbonyl]-1-piperidinyl}-1H-benzimidazol-1-yl)propanoate (17 mg, 24 μmol) in hydrochloric acid (10 mL of a 5N solution) was stirred at room temperature for 48 hours. The solution was evaporated in vacuo, and the residue purified by RP-HPLC to afford the title compound, [LCMS (Method A, Mobile Phase II) RT=3.5 min, MH+ 475]. Starting materials: BrC1=C(C(=O)O)C=CC=C1C (2-bromo-3-methyl-benzoic acid), N=C=N (carbodiimide), C=1C=CC2=C(C1)N=NN2O (HOBT), ClC=1C=C(C=CC1C)N(C(=O)C1CCN(CC1)C(C)=O)CCCN1CC2CNCC2C1 (1-Acetyl-piperidine-4-carboxylic acid (3-chloro-4-methyl-phenyl)-[3-(hexahydro-pyrrolo[3,4-c]pyrrol-2-yl)-propyl]-amide), CCN(C(C)C)C(C)C (DIPEA). Run in CN(C)C=O (DMF), C(Cl)Cl (DCM), C(Cl)Cl (DCM). Run at time 24 hour. Product: BrC1=C(C(=O)N2CC3C(C2)CN(C3)CCCN(C(=O)C3CCN(CC3)C(C)=O)C3=CC(=C(C=C3)C)Cl)C=CC=C1C (1-Acetyl-piperidine-4-carboxylic acid {3-[5-(2-bromo-3-methyl-benzoyl)-hexahydro-pyrrolo[3,4-c]pyrrol-2-yl]-propyl}-(3-chloro-4-methyl-phenyl)-amide). As a reaction SMILES: [Br:1][C:2]1[C:10]([CH3:11])=[CH:9][CH:8]=[CH:7][C:3]=1[C:4]([OH:6])=O.N=C=N.C1C=CC2N(O)N=NC=2C=1.[Cl:25][C:26]1[CH:27]=[C:28]([N:33]([CH2:45][CH2:46][CH2:47][N:48]2[CH2:55][CH:54]3[CH:50]([CH2:51][NH:52][CH2:53]3)[CH2:49]2)[C:34]([CH:36]2[CH2:41][CH2:40][N:39]([C:42](=[O:44])[CH3:43])[CH2:38][CH2:37]2)=[O:35])[CH:29]=[CH:30][C:31]=1[CH3:32].CCN(C(C)C)C(C)C>C(Cl)Cl.CN(C=O)C>[Br:1][C:2]1[C:10]([CH3:11])=[CH:9][CH:8]=[CH:7][C:3]=1[C:4]([N:52]1[CH2:53][CH:54]2[CH2:55][N:48]([CH2:47][CH2:46][CH2:45][N:33]([C:28]3[CH:29]=[CH:30][C:31]([CH3:32])=[C:26]([Cl:25])[CH:27]=3)[C:34]([CH:36]3[CH2:37][CH2:38][N:39]([C:42](=[O:44])[CH3:43])[CH2:40][CH2:41]3)=[O:35])[CH2:49][CH:50]2[CH2:51]1)=[O:6]. Reported procedure: A mixture of 2-bromo-3-methyl-benzoic acid (62, 0.016 g, 0.075 mmol), resin-bound carbodiimide (0.078 g, 0.15 mmol) and HOBT (0.012 g, 0.085 mmol) in DCM:DMF (1 mL, 10:1) was shaken for 18 h. A solution of 42b (0.022 g, 0.05 mmol) and DIPEA (0.03 mL, 0.17 mmol) and DCM (1 mL) was added. Shaking was continued for 24 h, the resin filtered and washed with DMF (1 mL) and twice with DCM (1 mL). The reaction mixture was concentrated in vacuo and purified by reverse phase HPLC to afford II-244: ms (ES+...